From a dataset of the Open Reaction Database (ORD), a public repository of structured organic reaction records. describe an organic reaction: reactants, conditions, products, and yield Starting materials: C([O-])([O-])=O.[K+].[K+] (Potassium carbonate), C(C)OC(C1=CN=C(C=C1O)C(C)(C)C)=O (6-tert-Butyl-4-hydroxy-nicotinic acid ethyl ester), C(C)I (ethyl iodine). Run in O (water), [Cl-].[Na+].O (brine), CN(C=O)C (dimethylformamide). Reaction conditions: time 8 hour. Product: C(C)OC(C1=CN=C(C=C1OCC)C(C)(C)C)=O (6-tert-butyl-4-ethoxy-nicotinic acid ethyl ester). Yield: 79.6%. RXN SMILES: [CH2:1]([O:3][C:4](=[O:16])[C:5]1[C:10]([OH:11])=[CH:9][C:8]([C:12]([CH3:15])([CH3:14])[CH3:13])=[N:7][CH:6]=1)[CH3:2].C(=O)([O-])[O-].[K+].[K+].[CH2:23](I)[CH3:24]>CN(C)C=O.O.[Cl-].[Na+].O>[CH2:1]([O:3][C:4](=[O:16])[C:5]1[C:10]([O:11][CH2:23][CH3:24])=[CH:9][C:8]([C:12]([CH3:15])([CH3:14])[CH3:13])=[N:7][CH:6]=1)[CH3:2] |f:1.2.3,7.8.9|. Reported procedure: 6-tert-Butyl-4-hydroxy-nicotinic acid ethyl ester (110 mg, 0.5 mmol) was dissolved in dimethylformamide (6 mL). Potassium carbonate was added followed by dropwise addition of ethyl iodine (0.13 mL, 1.5 mmol). The reaction mixture was stirred at room temperature overnight. It was diluted with water and brine and extracted with diethyl ether (2×30 mL). Combined organics washed with brine/water, dried and concentrated to give 6-tert-butyl-4-ethoxy-nicotinic acid ethyl ester as viscous oil (100 mg, ... Starting materials: cooled liquid, C(C)N (ethylamine), t-boc-gly-4-F-phe OCH3, COC([C@@H](NC(CNC(=O)OC(C)(C)C)=O)CC1=CC=C(C=C1)F)=O (N-[N-(t-Butoxycarbonyl)glycyl]-4-fluorophenylalanine methyl ester). Reaction conditions: time 8 hour. Yields the product C(C)(C)(C)OC(=O)NCC(=O)N[C@@H](CC1=CC=C(C=C1)F)C(=O)NCC (Nα -[N-(t-Butoxycarbonyl)glycyl]-N-ethyl-4-fluorophenylalaninamide). As a reaction SMILES: [CH2:1]([NH2:3])[CH3:2].CO[C:6](=[O:28])[C@H:7]([CH2:20][C:21]1[CH:26]=[CH:25][C:24]([F:27])=[CH:23][CH:22]=1)[NH:8][C:9](=[O:19])[CH2:10][NH:11][C:12]([O:14][C:15]([CH3:18])([CH3:17])[CH3:16])=[O:13]>>[C:15]([O:14][C:12]([NH:11][CH2:10][C:9]([NH:8][C@H:7]([C:6]([NH:3][CH2:1][CH3:2])=[O:28])[CH2:20][C:21]1[CH:22]=[CH:23][C:24]([F:27])=[CH:25][CH:26]=1)=[O:19])=[O:13])([CH3:16])([CH3:17])[CH3:18]. Procedure details: To 12 g of cooled liquid ethylamine in a small pressure bottle is added 2.8 g of t-boc-gly-4-F-phe OCH3, 6b, and the solution stirred overnight at room temperature. Evaporation of the solvent gives a solid, which when recrystallized from 95% ethanol yields 8b, m.p. 181°-182.5° C. Alternatively, 8b may be prepared from 7b, according to the procedure of Example 8a. Starting materials: [C@H]12C(=CC[C@H](CC1)N2C)C(=O)OCC (ethyl trop-2-ene-2-carboxylate), [Si](C)(C)(C)Cl (Me3SiCl), [Li]C (MeLi). Run in C1CCOC1 (THF). Run at temperature -100 celsius, time 16 hour. The product is CN1C2C(=CCC1CC2)C(C)=O (N-Methyl-2-acetyl-8-azabicyclo[3.2.1]oct-2-ene). As a reaction SMILES: [C@@H:1]12[N:8]([CH3:9])[C@@H:5]([CH2:6][CH2:7]1)[CH2:4][CH:3]=[C:2]2[C:10]([O:12]CC)=O.[Si](Cl)(C)(C)[CH3:16].[Li]C>C1COCC1>[CH3:9][N:8]1[CH:5]2[CH2:6][CH2:7][CH:1]1[C:2]([C:10](=[O:12])[CH3:16])=[CH:3][CH2:4]2. Procedure details: To a mixture of ethyl trop-2-ene-2-carboxylate (3.43 g, 0.019 mol) and Me3SiCl (10.32 g, 0.095 mol) in THF (70 mL) cooled to -100° C., MeLi (1.4 M, 17.07 n%L, 0.0239 mol) was added dropwise. After warming up to room temperature, the reaction mixture was stirred for 16 hours. Excess Me3SiCl and THF was evaporated off and the resulting residue was stirred with EtOH (6 mL) followed by water (6 mL). The mixture was then made acidic (6N HCl )and extracted with ether. The aqueous layer was made basic ... Starting materials: CCOC(=O)c1cn(C)nc1Cl, Cl, [Na+], [OH-], O. The product is Cn1cc(C(=O)O)c(Cl)n1. Reaction SMILES: [Cl:1][c:2]1[n:3][n:4]([CH3:12])[cH:5][c:6]1[C:7](=[O:8])[O:9][CH2:10][CH3:11].[ClH:15].[Na+:14].[OH-:13].[OH2:16]>>[Cl:1][c:2]1[n:3][n:4]([CH3:12])[cH:5][c:6]1[C:7](=[O:8])[OH:9]. The reactants are CC(C)(C)C(=O)Cl, [H-], [Na+], CN(C)C=O, N#CCc1c[nH]c2ccccc12. Product: CC(C)(C)C(=O)n1cc(CC#N)c2ccccc21. Reaction SMILES: [CH3:13][C:14]([C:15](=[O:16])[Cl:17])([CH3:18])[CH3:19].[H-:21].[Na+:20].[O:22]=[CH:23][N:24]([CH3:25])[CH3:26].[nH:1]1[cH:2][c:3]([CH2:10][C:11]#[N:12])[c:4]2[cH:5][cH:6][cH:7][cH:8][c:9]12>>[n:1]1([C:15]([C:14]([CH3:13])([CH3:18])[CH3:19])=[O:16])[cH:2][c:3]([CH2:10][C:11]#[N:12])[c:4]2[cH:5][cH:6][cH:7][cH:8][c:9]12.